From a dataset of the Open Reaction Database (ORD), a public repository of structured organic reaction records. describe an organic reaction: reactants, conditions, products, and yield Procedure details: To 30 ml of tetrahydrofuran were added 5 mmol of 1-methacryloyloxy-3,5-dihydroxyadamantane, 15 mmol of acetoaldehyde, and 1 mmol of p-toluenesulfonic acid, and the mixture was stirred at 30° C. for 6 hours. The reaction mixture was condensed under acidic conditions and crystallized by adding to diethyl ether dropwise to give the object compound 1-methacryloyloxy-3,5-di(1-hydroxyethoxy)adamantane (acetal compound) represented by the following formula: RXN SMILES: [C:1]([O:6][C:7]12[CH2:16][C:11]3([OH:17])[CH2:12][CH:13]([CH2:15][C:9]([OH:18])([CH2:10]3)[CH2:8]1)[CH2:14]2)(=[O:5])[C:2]([CH3:4])=[CH2:3].[CH:19](=[O:21])[CH3:20].C1(C)C=CC(S(O)(=O)=O)=CC=1.[O:33]1CC[CH2:35][CH2:34]1>>[C:1]([O:6][C:7]12[CH2:16][C:11]3([O:17][CH:19]([OH:21])[CH3:20])[CH2:12][CH:13]([CH2:15][C:9]([O:18][CH:34]([OH:33])[CH3:35])([CH2:10]3)[CH2:8]1)[CH2:14]2)(=[O:5])[C:2]([CH3:4])=[CH2:3]. Reaction conditions: temperature 30 celsius, time 6 hour. Yields the product C(C(=C)C)(=O)OC12CC3(CC(CC(C1)C3)(C2)OC(C)O)OC(C)O (1-methacryloyloxy-3,5-di(1-hydroxyethoxy)adamantane). Starting materials: C(C(=C)C)(=O)OC12CC3(CC(CC(C1)C3)(C2)O)O (1-methacryloyloxy-3,5-dihydroxyadamantane), C(C)=O (acetoaldehyde), C1(=CC=C(C=C1)S(=O)(=O)O)C (p-toluenesulfonic acid), O1CCCC1 (tetrahydrofuran).